Dataset: the Open Reaction Database (ORD), a public repository of structured organic reaction records. Task: describe an organic reaction: reactants, conditions, products, and yield Reactants: CC(C)(C)[Si](OCCC1OCCc2cc(Br)ccc21)(c1ccccc1)c1ccccc1, [Li]CCCC, C1CCOC1, CN(C)C=O. Yields the product CC(C)(C)[Si](OCCC1OCCc2cc(C=O)ccc21)(c1ccccc1)c1ccccc1. As a reaction SMILES: [C:1]([CH3:2])([CH3:3])([CH3:4])[Si:5]([c:6]1[cH:7][cH:8][cH:9][cH:10][cH:11]1)([c:12]1[cH:13][cH:14][cH:15][cH:16][cH:17]1)[O:18][CH2:19][CH2:20][CH:21]1[O:22][CH2:23][CH2:24][c:25]2[c:26]1[cH:27][cH:28][c:29]([Br:31])[cH:30]2.[CH2:32]([Li:33])[CH2:34][CH2:35][CH3:36].[CH2:42]1[O:43][CH2:44][CH2:45][CH2:46]1.[CH3:37][N:38]([CH:39]=[O:40])[CH3:41]>>[C:1]([CH3:2])([CH3:3])([CH3:4])[Si:5]([c:6]1[cH:7][cH:8][cH:9][cH:10][cH:11]1)([c:12]1[cH:13][cH:14][cH:15][cH:16][cH:17]1)[O:18][CH2:19][CH2:20][CH:21]1[O:22][CH2:23][CH2:24][c:25]2[c:26]1[cH:27][cH:28][c:29]([CH:39]=[O:40])[cH:30]2. Reactants: [H-].[Na+] (sodium hydride), FC(CO)(C(C(F)(F)F)(F)F)F (2,2,3,3,4,4,4-heptafluorobutanol), FC1=CC=C(C=C1)[N+](=O)[O-] (4-fluoronitrobenzene). Run in CN(C)C=O (DMF). Reaction conditions: time 1 hour. Product: FC(COC1=CC=C(C=C1)[N+](=O)[O-])(C(C(F)(F)F)(F)F)F (4-(2′,2′,3′,3′,4′,4′,4′-heptafluorobutanoxy)nitrobenzene). Reaction SMILES: [F:1][C:2]([F:12])([C:5]([F:11])([F:10])[C:6]([F:9])([F:8])[F:7])[CH2:3][OH:4].[H-].[Na+].F[C:16]1[CH:21]=[CH:20][C:19]([N+:22]([O-:24])=[O:23])=[CH:18][CH:17]=1>CN(C=O)C>[F:1][C:2]([F:12])([C:5]([F:10])([F:11])[C:6]([F:7])([F:8])[F:9])[CH2:3][O:4][C:16]1[CH:21]=[CH:20][C:19]([N+:22]([O-:24])=[O:23])=[CH:18][CH:17]=1 |f:1.2|. Reported procedure: A solution of 2,2,3,3,4,4,4-heptafluorobutanol (5.7 g, 28.5 mmol) in DMF (100 mL) was stirred and cooled to −5° C. as sodium hydride (0.72 g, 30 mmol) was added. After 1 h at −5° C., the reaction was treated with 4-fluoronitrobenzene (4.1 g, 29 mmol). The reaction was allowed to warm to ambient temperature, concentrated, and slurried in methylene chloride (200 mL). The slurry was washed with an 1 N aqueous potassium hydroxide solution (2×) and brine solution, dried over basic alumina, treated wi... Reactants: CCOCC, O=C(CCCN1CCCC1Cc1ccc(Cl)cc1)c1ccc(F)cc1, [K+], NN, [OH-], O, O. Product: Fc1ccc(CCCCN2CCCC2Cc2ccc(Cl)cc2)cc1. As a reaction SMILES: [CH3:32][CH2:33][O:34][CH2:35][CH3:36].[Cl:1][c:2]1[cH:3][cH:4][c:5]([CH2:6][CH:7]2[N:8]([CH2:12][CH2:13][CH2:14][C:15]([c:16]3[cH:17][cH:18][c:19]([F:22])[cH:20][cH:21]3)=[O:23])[CH2:9][CH2:10][CH2:11]2)[cH:24][cH:25]1.[K+:30].[NH2:27][NH2:28].[OH-:29].[OH2:26].[OH2:31]>>[Cl:1][c:2]1[cH:3][cH:4][c:5]([CH2:6][CH:7]2[N:8]([CH2:12][CH2:13][CH2:14][CH2:15][c:16]3[cH:17][cH:18][c:19]([F:22])[cH:20][cH:21]3)[CH2:9][CH2:10][CH2:11]2)[cH:24][cH:25]1. Starting materials: N1=C(C=CC=C1)C1=C2N(C3=CC=C(C=C13)O)CCCCC2 (7,8,9,10-tetrahydro-11-(2-pyridyl)-6H-azepino[1,2-a]indole-2-ol), C(C)OC(C(C)(C)Br)=O (2-bromo-2-methyl-propanoic acid ethylester). Yields the product C(C)OC(C(C)(C)OC=1C=C2C(=C3N(C2=CC1)CCCCC3)C3=NC=CC=C3)=O (2-[7,8,9,10-Tetrahydro-11-(2-pyridyl)-6H-azepino[1,2-a]indole-2-yloxy]-2-methyl-propanoic acid ethylester). Reaction SMILES: [N:1]1[CH:6]=[CH:5][CH:4]=[CH:3][C:2]=1[C:7]1[C:15]2[C:10](=[CH:11][CH:12]=[C:13]([OH:16])[CH:14]=2)[N:9]2[CH2:17][CH2:18][CH2:19][CH2:20][CH2:21][C:8]=12.[CH2:22]([O:24][C:25](=[O:30])[C:26](Br)([CH3:28])[CH3:27])[CH3:23]>>[CH2:22]([O:24][C:25](=[O:30])[C:26]([O:16][C:13]1[CH:14]=[C:15]2[C:10](=[CH:11][CH:12]=1)[N:9]1[CH2:17][CH2:18][CH2:19][CH2:20][CH2:21][C:8]1=[C:7]2[C:2]1[CH:3]=[CH:4][CH:5]=[CH:6][N:1]=1)([CH3:28])[CH3:27])[CH3:23]. Reported procedure: The above compound was prepared from 7,8,9,10-tetrahydro-11-(2-pyridyl)-6H-azepino[1,2-a]indole-2-ol and 2-bromo-2-methyl-propanoic acid ethylester using a procedure analogous to that of Example 10. Starting materials: O[C@H](C(=O)N1CC=C(CC1)C1=C(C=C(C=C1F)N1C(O[C@H](C1)CNC1=CC(=NO1)C)=O)F)CO (3-(4-(1-(2(S),3-Dihydroxypropanoyl)-1,2,5,6tetrahydropyrid-4-yl)-3,5-difluorophenyl)-5(S)-(3-methylisoxazol-5-ylaminomethyl)oxazolidin-2-one), C(C)(C)(C)OC(=O)NC1=NOC=N1 (3-t-butyloxycarbonylamino-1,2,4-oxadiazole), C(CCC)P(CCCC)CCCC (tri-n-butylphosphine), N(=NC(=O)N1CCCCC1)C(=O)N1CCCCC1 (1,1′-(azodicarbonyl)-di-piperidine). Solvent: C1CCOC1 (THF). Conditions: temperature 0 celsius, time 18 hour. Product: O1N=C(N=C1)C([C@@H]1CN(C(O1)=O)C1=CC(=C(C(=C1)F)C1=CCN(CC1)C([C@H](CO)O)=O)F)N (5(S)-(1,2,4-Oxadiazol-3-yl-aminomethyl)-3-(3,5-difluoro-4-(1-(2(S),3-dihydroxypropanoyl)-1,2,5,6-tetrahydropyrid-4-yl)phenyl)oxazolidin-2-one). Yield: 45.6%. Reaction SMILES: [OH:1][C@@H:2]([CH2:33][OH:34])[C:3]([N:5]1[CH2:10][CH2:9][C:8]([C:11]2[C:16]([F:17])=[CH:15][C:14]([N:18]3[CH2:22][C@H:21]([CH2:23][NH:24]C4ON=C(C)C=4)[O:20][C:19]3=[O:31])=[CH:13][C:12]=2[F:32])=[CH:7][CH2:6]1)=[O:4].C(OC(N[C:43]1[N:47]=[CH:46][O:45][N:44]=1)=O)(C)(C)C.C(P(CCCC)CCCC)CCC.N(C(N1CCCCC1)=O)=NC(N1CCCCC1)=O>C1COCC1>[O:45]1[CH:46]=[N:47][C:43]([CH:23]([NH2:24])[C@H:21]2[O:20][C:19](=[O:31])[N:18]([C:14]3[CH:13]=[C:12]([F:32])[C:11]([C:8]4[CH2:9][CH2:10][N:5]([C:3](=[O:4])[C@@H:2]([OH:1])[CH2:33][OH:34])[CH2:6][CH:7]=4)=[C:16]([F:17])[CH:15]=3)[CH2:22]2)=[N:44]1. Reported procedure: To a stirred solution of the appropriate intermediate of Example 20 (600 mg, 1.37 mmol) in anhydrous THF (30 ml) under an atmosphere of nitrogen was added 3-t-butyloxycarbonylamino-1,2,4-oxadiazole (304 mg, 1.64 mmol) and tri-n-butylphosphine (510 μL, 2.05 mmol). The mixture was cooled to 0° C. and 1,1′-(azodicarbonyl)-di-piperidine (518 mg, 2.05 mmol) was added portionwise. The reaction was allowed to warm to room temperature and stir for 18 hours. The THF was removed under reduced pressure and... The reactants are CCOC(=O)C(C)O, C=CCBr, C1CCOC1, [H-], [Na+]. Yields the product C=CCOC(C)C(=O)OCC. Reaction SMILES: [C:1]([CH:2]([OH:3])[CH3:4])(=[O:5])[O:6][CH2:7][CH3:8].[CH2:11]([CH:12]=[CH2:13])[Br:14].[CH2:15]1[O:16][CH2:17][CH2:18][CH2:19]1.[H-:10].[Na+:9]>>[C:1]([CH:2]([O:3][CH2:13][CH:12]=[CH2:11])[CH3:4])(=[O:5])[O:6][CH2:7][CH3:8].